This data is from the Open Reaction Database (ORD), a public repository of structured organic reaction records. The task is: describe an organic reaction: reactants, conditions, products, and yield The reactants are Cc1cc2nc(N)cc(Cl)n2n1, O=C(Cl)C1CC1c1ccccc1, c1ccncc1. Product: Cc1cc2nc(NC(=O)C3CC3c3ccccc3)cc(Cl)n2n1. RXN SMILES: [Cl:13][c:14]1[cH:15][c:16]([NH2:24])[n:17][c:18]2[n:19]1[n:20][c:21]([CH3:23])[cH:22]2.[c:1]1([CH:7]2[CH:8]([C:10](=[O:11])[Cl:12])[CH2:9]2)[cH:2][cH:3][cH:4][cH:5][cH:6]1.[cH:25]1[cH:26][cH:27][n:28][cH:29][cH:30]1>>[c:1]1([CH:7]2[CH:8]([C:10](=[O:11])[NH:24][c:16]3[cH:15][c:14]([Cl:13])[n:19]4[c:18]([n:17]3)[cH:22][c:21]([CH3:23])[n:20]4)[CH2:9]2)[cH:2][cH:3][cH:4][cH:5][cH:6]1. Reactants: [Cl-].COC=C1C(C=CC=C1)[PH+](C1=CC=CC=C1)C1=CC=CC=C1 (methoxymethylene-triphenylphosphonium chloride), O1CCCC1 (tetrahydrofuran), solution, C(CCC)[Li] (butyl lithium), ClC=1C(=NN(C1OC(F)F)C)N1N=CC(=C1C=O)C#N (1-(4-chlor-5-difluormethoxy-1-methyl-3-pyrazolyl)-5-formyl-4-pyrazol-carbonitrile). Solvent: O (water), CCCCCC (hexane), C(C)(=O)OCC (ethyl acetate). Conditions: time 30 minute. Yields the product ClC=1C(=NN(C1OC(F)F)C)N1N=CC(=C1C=COC)C#N (1-(4-chlor-5-difluormethoxy-1-methyl-3-pyrazolyl)-5-(2-methoxyvinyl)-4-pyrazol-carbonitrile). RXN SMILES: [Cl-].[CH3:2][O:3][CH:4]=C1C=CC=CC1[PH+](C1C=CC=CC=1)C1C=CC=CC=1.O1CCCC1.C([Li])CCC.[Cl:34][C:35]1[C:36]([N:45]2[C:49]([CH:50]=O)=[C:48]([C:52]#[N:53])[CH:47]=[N:46]2)=[N:37][N:38]([CH3:44])[C:39]=1[O:40][CH:41]([F:43])[F:42]>CCCCCC.C(OCC)(=O)C.O>[Cl:34][C:35]1[C:36]([N:45]2[C:49]([CH:50]=[CH:2][O:3][CH3:4])=[C:48]([C:52]#[N:53])[CH:47]=[N:46]2)=[N:37][N:38]([CH3:44])[C:39]=1[O:40][CH:41]([F:43])[F:42] |f:0.1|. Procedure details: 2.9 g (8.4 mmol) methoxymethylene-triphenylphosphonium chloride is added to 10 ml tetrahydrofuran and 5.6 ml (9.0 mmol) of a 1,6 molar solution of butyl lithium in hexane is slowly added dropwise at 0° C. The orange-coloured solution is stirred for another 30 minutes and then 1.0 g (3.3 mmol) 1-(4-chlor-5-difluormethoxy-1-methyl-3-pyrazolyl)-5-formyl-4-pyrazol-carbonitrile is slowly added dropwise. Stirring continues for 2 hours at room temperature. The reaction mixture is then added to water, s... Reactants: [Na] (sodium), OC(CCCC)C1=C(C(=O)[O-])C=CC=C1 (2-(α-hydroxypentyl)benzoate). Yields the product [Na].OC(CCCC)C1=C(C(=O)[O-])C=CC=C1 (Sodium 2-(α-hydroxypentyl)benzoate). As a reaction SMILES: [Na:1].[OH:2][CH:3]([C:8]1[CH:16]=[CH:15][CH:14]=[CH:13][C:9]=1[C:10]([O-:12])=[O:11])[CH2:4][CH2:5][CH2:6][CH3:7]>>[Na:1].[OH:2][CH:3]([C:8]1[CH:16]=[CH:15][CH:14]=[CH:13][C:9]=1[C:10]([O-:12])=[O:11])[CH2:4][CH2:5][CH2:6][CH3:7] |f:2.3,^1:0,16|. Reported procedure: The sodium dl-2-(α-hydroxypentyl)benzoate as prepared in the above Examples 5 till 8 procedures is a foamed white solid. Yields the product CS(=O)(=O)OCC1OC2C=CCC(C2)O1. As a reaction SMILES: [C:39](=[O:40])([OH:41])[O-:42].[CH2:52]([Cl:53])[Cl:54].[CH3:1][S:2]([O:3][CH:6]1[CH2:7][CH:8]2[O:9][CH:10]([CH2:15][O:16][S:17](=[O:18])(=[O:19])[CH3:20])[O:11][CH:12]([CH2:13]1)[CH2:14]2)(=[O:4])=[O:5].[CH3:22][CH2:23][CH2:24][CH2:25][N+:26]([CH2:27][CH2:28][CH2:29][CH3:30])([CH2:31][CH2:32][CH2:33][CH3:34])[CH2:35][CH2:36][CH2:37][CH3:38].[Cl-:45].[F-:21].[Na+:43].[Na+:44].[O:46]=[CH:47][N:48]([CH3:49])[CH3:50].[OH2:51]>>[CH:6]1=[CH:13][CH:12]2[O:11][CH:10]([CH2:15][O:16][S:17](=[O:18])(=[O:19])[CH3:20])[O:9][CH:8]([CH2:7]1)[CH2:14]2. Reactants: O=C([O-])O, ClCCl, CS(=O)(=O)OCC1OC2CC(CC(OS(C)(=O)=O)C2)O1, CCCC[N+](CCCC)(CCCC)CCCC, [Cl-], [F-], [Na+], [Na+], CN(C)C=O, O. Starting materials: [Br-], CC[Mg+], CCOCC, [Cl-], O=C1CCc2cc(F)ccc21, [NH4+]. Product: CCC1(O)CCc2cc(F)ccc21. RXN SMILES: [Br-:1].[CH2:2]([CH3:3])[Mg+:4].[CH3:18][CH2:19][O:20][CH2:21][CH3:22].[Cl-:16].[F:5][c:6]1[cH:7][c:8]2[c:12]([cH:13][cH:14]1)[C:11](=[O:15])[CH2:10][CH2:9]2.[NH4+:17]>>[CH2:2]([CH3:3])[C:11]1([OH:15])[CH2:10][CH2:9][c:8]2[cH:7][c:6]([F:5])[cH:14][cH:13][c:12]21. The reactants are ClCCl, Cc1cc(C)c2c(c1)N(C(=O)CN1C(=O)C(Cc3nn(C(=O)OC(C)(C)C)c4ccccc34)C(=O)N(c3ccccc3)c3ccccc31)CCCC2, O=C(O)C(F)(F)F. The product is Cc1cc(C)c2c(c1)N(C(=O)CN1C(=O)C(Cc3n[nH]c4ccccc34)C(=O)N(c3ccccc3)c3ccccc31)CCCC2. Reaction SMILES: [CH2:60]([Cl:61])[Cl:62].[CH3:1][c:2]1[cH:3][c:4]([CH3:52])[cH:5][c:6]2[c:7]1[CH2:8][CH2:9][CH2:10][CH2:11][N:12]2[C:13]([CH2:14][N:15]1[C:16](=[O:50])[CH:17]([CH2:33][c:34]2[n:35][n:36]([C:43]([O:44][C:45]([CH3:46])([CH3:47])[CH3:48])=[O:49])[c:37]3[cH:38][cH:39][cH:40][cH:41][c:42]23)[C:18](=[O:32])[N:19]([c:26]2[cH:27][cH:28][cH:29][cH:30][cH:31]2)[c:20]2[c:21]1[cH:22][cH:23][cH:24][cH:25]2)=[O:51].[OH:53][C:54]([C:55]([F:56])([F:57])[F:58])=[O:59]>>[CH3:1][c:2]1[cH:3][c:4]([CH3:52])[cH:5][c:6]2[c:7]1[CH2:8][CH2:9][CH2:10][CH2:11][N:12]2[C:13]([CH2:14][N:15]1[C:16](=[O:50])[CH:17]([CH2:33][c:34]2[n:35][nH:36][c:37]3[cH:38][cH:39][cH:40][cH:41][c:42]23)[C:18](=[O:32])[N:19]([c:26]2[cH:27][cH:28][cH:29][cH:30][cH:31]2)[c:20]2[c:21]1[cH:22][cH:23][cH:24][cH:25]2)=[O:51]. The reactants are C(CC[C@@H](C(=O)O)NC(=O)C1=CC=C(NCC2=CN=C3N=C(N)NC(=O)C3=N2)C=C1)(=O)O (folic acid). Reagents/catalysts: [Pt]=O (platinum oxide). Run in O (water). Product: C(CC[C@@H](C(=O)O)NC(=O)C1=CC=C(NCC2CNC=3N=C(N)NC(=O)C3N2)C=C1)(=O)O (tetrahydrofolic acid). The yield is 74.9%. RXN SMILES: [C:1]([OH:32])(=[O:31])[CH2:2][CH2:3][C@H:4]([NH:8][C:9]([C:11]1[CH:30]=[CH:29][C:14]([NH:15][CH2:16][C:17]2[N:28]=[C:27]3[C:20]([N:21]=[C:22]([NH:24][C:25]3=[O:26])[NH2:23])=[N:19][CH:18]=2)=[CH:13][CH:12]=1)=[O:10])[C:5]([OH:7])=[O:6]>O.[Pt]=O>[C:1]([OH:32])(=[O:31])[CH2:2][CH2:3][C@H:4]([NH:8][C:9]([C:11]1[CH:12]=[CH:13][C:14]([NH:15][CH2:16][CH:17]2[NH:28][C:27]3[C:25](=[O:26])[NH:24][C:22]([NH2:23])=[N:21][C:20]=3[NH:19][CH2:18]2)=[CH:29][CH:30]=1)=[O:10])[C:5]([OH:7])=[O:6]. Procedure details: Then, a suspension of 0.0687 g of platinum oxide (containing the noble metal in an amount of 1.5% by weight based on the folic acid) in 50 ml of distilled water was added to the flask, and hydrogenation was carried out in the same manner as described in Example 1 to obtain 2.973 g (74.9% yield) of tetrahydrofolic acid.